From a dataset of the Open Reaction Database (ORD), a public repository of structured organic reaction records. describe an organic reaction: reactants, conditions, products, and yield Starting materials: [OH-].[Na+] (sodium hydroxide), O (water), C(CCCC)=O (pentanal), C1(CCCC1)=O (cyclopentanone). Run in CCCCCC (Hexane). Reaction conditions: temperature 2.5 celsius, time 2 hour. The product is OC(CCCC)C1C(CCC1)=O (2-(1-hydroxypentyl)cyclopentanone). Isolated yield 74.7%. Reaction SMILES: [OH-].[Na+].O.[CH:4](=[O:9])[CH2:5][CH2:6][CH2:7][CH3:8].[C:10]1(=[O:15])[CH2:14][CH2:13][CH2:12][CH2:11]1>CCCCCC>[OH:9][CH:4]([CH:11]1[CH2:12][CH2:13][CH2:14][C:10]1=[O:15])[CH2:5][CH2:6][CH2:7][CH3:8] |f:0.1|. Procedure details: Into a 2-litter four-neck flask fitted with a thermometer, a reflux condenser and a stirrer were added sodium hydroxide (3.2 g) and water (300 ml). Then, a mixture of pentanal (86 g) and cyclopentanone (152 g) was added dropwise with stirring at 0-5° C. over a period of 2 hours. After the addition, the reaction mixture was stirred at room temperature for 1 hour to complete the reaction. Hexane (150 ml) was added to the reaction mixture and the layers were separated from each other. The resulting... Starting materials: NC1=C(C=CC=C1)C=1C(CCC1C)=O (2-(2-aminophenyl)-3-methyl-2-cyclopenten-1-one), Example 7, N1=CC=CC=C1 (pyridine), C1(=CC=C(C=C1)S(=O)(=O)Cl)C (p-toluenesulfonyl chloride). Yields the product C1(=CC=C(C=C1)S(=O)(=O)NC1=C(C=CC=C1)C=1C(CCC1C)=O)C (2-(2-(p-toluenesulfonyl)aminophenyl)-3-methyl-2-cyclopenten-1-one). Reaction SMILES: [NH2:1][C:2]1[CH:7]=[CH:6][CH:5]=[CH:4][C:3]=1[C:8]1[C:9](=[O:14])[CH2:10][CH2:11][C:12]=1[CH3:13].N1C=CC=CC=1.[C:21]1([CH3:31])[CH:26]=[CH:25][C:24]([S:27](Cl)(=[O:29])=[O:28])=[CH:23][CH:22]=1>>[C:21]1([CH3:31])[CH:26]=[CH:25][C:24]([S:27]([NH:1][C:2]2[CH:7]=[CH:6][CH:5]=[CH:4][C:3]=2[C:8]2[C:9](=[O:14])[CH2:10][CH2:11][C:12]=2[CH3:13])(=[O:29])=[O:28])=[CH:23][CH:22]=1. Reported procedure: 0.815 g (4.35 mmol) of 2-(2-aminophenyl)-3-methyl-2-cyclopenten-1-one, pyridine 0.413 g (5.22 mmol), 0.829 g (5.22 mmol) of p-toluenesulfonyl chloride, and 4 mL of M.C were loaded to a 20 mL vial, and then reacted for 12 hours. The work-up was the same as in Example 7 (1.330 g, 89%). Starting materials: FCC(C#N)(CCCCOS(=O)(=O)C)N1C(C=2C(C1=O)=CC=CC2)=O (2-Fluoromethyl-2-phthalimido-6-methanesulfonyloxyhexanenitrile), [I-].[Na+] (sodium iodide). The solvent is CC(=O)C (acetone), CCOCC (ether). The product is FCC(C#N)(CCCCI)N1C(C=2C(C1=O)=CC=CC2)=O (2-Fluoromethyl-2-phthalimido-6-iodohexanenitrile). Reaction SMILES: [F:1][CH2:2][C:3]([N:15]1[C:19](=[O:20])[C:18]2=[CH:21][CH:22]=[CH:23][CH:24]=[C:17]2[C:16]1=[O:25])([CH2:6][CH2:7][CH2:8][CH2:9]OS(C)(=O)=O)[C:4]#[N:5].[I-:26].[Na+]>CC(C)=O.CCOCC>[F:1][CH2:2][C:3]([N:15]1[C:19](=[O:20])[C:18]2=[CH:21][CH:22]=[CH:23][CH:24]=[C:17]2[C:16]1=[O:25])([CH2:6][CH2:7][CH2:8][CH2:9][I:26])[C:4]#[N:5] |f:1.2|. Procedure: 2-Fluoromethyl-2-phthalimido-6-methanesulfonyloxyhexanenitrile (10.84 g, 29.5 mmol) and sodium iodide (8.8 g, 2 equivalents) are refluxed in acetone overnight. The reaction mixture is filtered and solvent is removed by evaporation. The residue obtained is dissolved in ether and washed with water, sodium bisulfite, and water grain. Upon concentration, 2-fluoromethyl-2-phthalimido-6-iodohexanenitrile crystallizes (9.0 g).